This data is from the Open Reaction Database (ORD), a public repository of structured organic reaction records. The task is: describe an organic reaction: reactants, conditions, products, and yield The reactants are N1=C(C=CC=C1)CN1N=CC2=CC(=CC=C12)NC1=NC=NC2=CC=CC(=C12)O[C@H](C(=O)O)C ((2S)-2-[(4-{[1-(pyridin-2-ylmethyl)-1H-indazol-5-yl]amino}quinazolin-5-yl)oxy]propanoic acid), N1CCOCC1 (morpholine). The product is C[C@@H](C(=O)N1CCOCC1)OC1=C2C(=NC=NC2=CC=C1)NC=1C=C2C=NN(C2=CC1)CC1=NC=CC=C1 (5-[(1S)-1-methyl-2-morpholin-4-yl-2-oxoethoxy]-N-[1-(pyridin-2-ylmethyl)-1H-indazol-5-yl]quinazolin-4-amine). Yield: 34.0%. RXN SMILES: [N:1]1[CH:6]=[CH:5][CH:4]=[CH:3][C:2]=1[CH2:7][N:8]1[C:16]2[C:11](=[CH:12][C:13]([NH:17][C:18]3[C:27]4[C:22](=[CH:23][CH:24]=[CH:25][C:26]=4[O:28][C@@H:29]([CH3:33])[C:30]([OH:32])=O)[N:21]=[CH:20][N:19]=3)=[CH:14][CH:15]=2)[CH:10]=[N:9]1.[NH:34]1[CH2:39][CH2:38][O:37][CH2:36][CH2:35]1>>[CH3:33][C@H:29]([O:28][C:26]1[CH:25]=[CH:24][CH:23]=[C:22]2[C:27]=1[C:18]([NH:17][C:13]1[CH:12]=[C:11]3[C:16](=[CH:15][CH:14]=1)[N:8]([CH2:7][C:2]1[CH:3]=[CH:4][CH:5]=[CH:6][N:1]=1)[N:9]=[CH:10]3)=[N:19][CH:20]=[N:21]2)[C:30]([N:34]1[CH2:39][CH2:38][O:37][CH2:36][CH2:35]1)=[O:32]. Procedure: Using the same procedure as in Example 44, (2S)-2-[(4-{[1-(pyridin-2-ylmethyl)-1H-indazol-5-yl]amino}quinazolin-5-yl)oxy]propanoic acid (300 mg, 0.68 mmol) was reacted with morpholine to give the title compound as a white solid (120 mg, 34%); NMR spectrum 1.58 (d, 3H), 3.67-3.58 (m, 8H), 5.77 (s, 2H), 5.88 (q, 1H), 6.95 (d, 1H), 7.29 (m, 2H), 7.35 (d, 1H), 7.75-7.67 (m, 3H), 7.83 (m, 1H), 8.15 (s, 1H), 8.52 (m, 3H), 11.12 (s, 1H); Mass spectrum MH+ 510. Starting materials: NC=1C=CC2=C(SCCN2CCN(CC(=O)OC(C)(C)C)C)C1 (tert-butyl 2-((2-(7-amino-2H-benzo[b][1,4]thiazin-4(3H)-yl)ethyl)(methyl)amino)acetate), I.S1C(=CC=C1)C(=N)SC (methyl thiophene-2-carbimidothioate hydroiodide), N (NH3). Solvent: C(Cl)Cl (CH2Cl2), C(Cl)Cl (CH2Cl2), C(Cl)Cl (CH2Cl2), CCO (EtOH), CO (MeOH), CO (MeOH). Reaction conditions: time 8 hour. Product: CN(CC(=O)OC(C)(C)C)CCN1C2=C(SCC1)C=C(C=C2)NC(=N)C=2SC=CC2 (tert-Butyl 2-(methyl(2-(7-(thiophene-2-carboximidamido)-2H-benzo[b][1,4]thiazin-4(3H)-yl)ethyl)amino)acetate). Yield: 37.3%. Reaction SMILES: [NH2:1][C:2]1[CH:3]=[CH:4][C:5]2[N:10]([CH2:11][CH2:12][N:13]([CH3:22])[CH2:14][C:15]([O:17][C:18]([CH3:21])([CH3:20])[CH3:19])=[O:16])[CH2:9][CH2:8][S:7][C:6]=2[CH:23]=1.I.[S:25]1[CH:29]=[CH:28][CH:27]=[C:26]1[C:30](SC)=[NH:31].N>CCO.C(Cl)Cl.CO>[CH3:22][N:13]([CH2:12][CH2:11][N:10]1[CH2:9][CH2:8][S:7][C:6]2[CH:23]=[C:2]([NH:1][C:30]([C:26]3[S:25][CH:29]=[CH:28][CH:27]=3)=[NH:31])[CH:3]=[CH:4][C:5]1=2)[CH2:14][C:15]([O:17][C:18]([CH3:19])([CH3:20])[CH3:21])=[O:16] |f:1.2|. Procedure details: To a solution of tert-butyl 2-((2-(7-amino-2H-benzo[b][1,4]thiazin-4(3H)-yl)ethyl)(methyl)amino)acetate (850 mg, 2.52 mmol) in EtOH (25 mL) was added methyl thiophene-2-carbimidothioate hydroiodide (1.43 g, 5.04 mmol). The resulting suspension was stirred at room temperature for 17 hours (overnight). At this time, the suspension was diluted with 20 mL CH2Cl2 to give a dark yellow solution. Argon was then bubbled through this solution for 30 minutes. The solution was transferred to a separatory f...